Dataset: the Open Reaction Database (ORD), a public repository of structured organic reaction records. Task: describe an organic reaction: reactants, conditions, products, and yield The reactants are [BH4-].[Na+] (sodium borohydride), COC1=NC=CC=C1C(=O)C=1SC=CC1 (2-methoxy-3-(2-thienylcarbonyl)pyridine), C(C)O (ethanol). Run in O (water). Reaction conditions: time 2 hour. Yields the product COC1=NC=CC=C1C(O)C=1SC=CC1 (2-Methoxy-3-[2-thienyl(hydroxy)methyl]pyridine). The yield is 99.8%. As a reaction SMILES: [BH4-].[Na+].[CH3:3][O:4][C:5]1[C:10]([C:11]([C:13]2[S:14][CH:15]=[CH:16][CH:17]=2)=[O:12])=[CH:9][CH:8]=[CH:7][N:6]=1.C(O)C>O>[CH3:3][O:4][C:5]1[C:10]([CH:11]([C:13]2[S:14][CH:15]=[CH:16][CH:17]=2)[OH:12])=[CH:9][CH:8]=[CH:7][N:6]=1 |f:0.1|. Procedure details: 303 mg of sodium borohydride was added little by little to a solution containing 1.46 g of 2-methoxy-3-(2-thienylcarbonyl)pyridine and 10 ml of ethanol under ice-cooling. After stirring at room temperature for 2 hours, water was slowly added thereto and the mixture was extracted with ethyl acetate. The organic phase was washed with brine and the solvent was removed, to give 1.47 g of the target compound. Starting materials: C([O-])([O-])=O.[K+].[K+] (potassium carbonate), Cl.NCC1=CC=C(C(=O)OC)C=C1 (methyl 4-(aminomethyl)benzoate hydrochloride), COC=1C=CC=C2CCC(CC12)=O (8-methoxy-3,4-dihydronaphthalen-2(1H)-one), C(C)(=O)O[BH-](OC(C)=O)OC(C)=O.[Na+] (sodium triacetoxyborohydride), C(C)(C)N(C(C)C)CC (N,N-diisopropylethylamine), phase. The solvent is ClCCl (dichloromethane), ClCCl (dichloromethane), O (water), C(C)(=O)O (acetic acid). Conditions: time 8 hour. The product is COC=1C=CC=C2CCC(CC12)NCC1=CC=C(C(=O)OC)C=C1 (rac-Methyl 4-{[(8-methoxy-1,2,3,4-tetrahydronaphthalen-2-yl)amino]methyl}benzoate). RXN SMILES: Cl.[NH2:2][CH2:3][C:4]1[CH:13]=[CH:12][C:7]([C:8]([O:10][CH3:11])=[O:9])=[CH:6][CH:5]=1.[CH3:14][O:15][C:16]1[CH:17]=[CH:18][CH:19]=[C:20]2[C:25]=1[CH2:24][C:23](=O)[CH2:22][CH2:21]2.C(N(CC)C(C)C)(C)C.C(O[BH-](OC(=O)C)OC(=O)C)(=O)C.[Na+].C(=O)([O-])[O-].[K+].[K+]>ClCCl.O.C(O)(=O)C>[CH3:14][O:15][C:16]1[CH:17]=[CH:18][CH:19]=[C:20]2[C:25]=1[CH2:24][CH:23]([NH:2][CH2:3][C:4]1[CH:5]=[CH:6][C:7]([C:8]([O:10][CH3:11])=[O:9])=[CH:12][CH:13]=1)[CH2:22][CH2:21]2 |f:0.1,4.5,6.7.8|. Procedure details: 15 g (74.4 mmol) of methyl 4-(aminomethyl)benzoate hydrochloride, 13.8 g (78.1 mmol) of 8-methoxy-3,4-dihydronaphthalen-2(1H)-one [for the preparation, see WO 2005/012291-A1, Example 45], 14.3 ml (81.8 mmol) of N,N-diisopropylethylamine, 4.7 ml of acetic acid and 20.5 g (96.7 mmol) of sodium triacetoxyborohydride were suspended in 600 ml of dichloromethane and stirred at RT overnight. The reaction mixture was then concentrated and the residue was stirred with ethyl acetate and water at RT for 1 ...